From a dataset of the Open Reaction Database (ORD), a public repository of structured organic reaction records. describe an organic reaction: reactants, conditions, products, and yield The reactants are FC1=CC=C(CCl)C=C1 (4-fluorobenzyl chloride), [Mg] (magnesium), FC1=CC=C(C=O)C=C1 (4-fluorobenzaldehyde), ice water, ice water, Cl (hydrochloric acid). The solvent is CCOCC (ether), CCOCC (ether), CCOCC (ether), CCOCC (ether). Product: FC1=CC=C(C=C1)C(CC1=CC=C(C=C1)F)O (1,2-di(4-fluorophenyl)ethanol). The yield is 95.7%. As a reaction SMILES: [Mg].[F:2][C:3]1[CH:10]=[CH:9][C:6]([CH2:7]Cl)=[CH:5][CH:4]=1.[F:11][C:12]1[CH:19]=[CH:18][C:15]([CH:16]=[O:17])=[CH:14][CH:13]=1.Cl>CCOCC>[F:11][C:12]1[CH:19]=[CH:18][C:15]([CH:16]([OH:17])[CH2:7][C:6]2[CH:9]=[CH:10][C:3]([F:2])=[CH:4][CH:5]=2)=[CH:14][CH:13]=1. Procedure: Under a nitrogen atmosphere, 2.04 g (0.08 mol) of magnesium are covered with ether. 12.2 g (0.08 mol) of 4-fluorobenzyl chloride in 20 ml of ether are added dropwise to this in such a way that the ether boils gently. After addition is complete, the mixture is refluxed for a further 30 minutes, cooled to room temperature, and 8.3 g (0.07 mol) of 4-fluorobenzaldehyde in 20 ml of ether are slowly added dropwise. It may be necessary to cool with ice-water if the solution boils. After addition is com...